From a dataset of the Open Reaction Database (ORD), a public repository of structured organic reaction records. describe an organic reaction: reactants, conditions, products, and yield The reactants are CC(C)=CCCC(C)CCO (citronellol), C[C@@H]1CC[C@H]([C@@H](C1)O)C(=C)C (L-isopulegol), C[C@@H]1CC[C@H]([C@@H](C1)O)C(=C)C (L-isopulegol), C[C@@H]1CC[C@H]([C@@H](C1)O)C(=C)C (isopulegol), [H][H] (hydrogen), C[C@@H]1CC[C@H]([C@@H](C1)O)C(=C)C (L-isopulegol), CC(C)=CCCC(C)CC=O (citronellal). Reaction conditions: temperature 80 celsius. Yields the product C[C@@H]1CC[C@H]([C@@H](C1)O)C(C)C (L-menthol). Reaction SMILES: [CH3:1][C@H:2]1[CH2:7][C@@H:6]([OH:8])[C@H:5]([C:9]([CH3:11])=[CH2:10])[CH2:4][CH2:3]1.[H][H].CC(=CCCC(CCO)C)C.CC(=CCCC(CC=O)C)C>>[CH3:1][C@H:2]1[CH2:7][C@@H:6]([OH:8])[C@H:5]([CH:9]([CH3:11])[CH3:10])[CH2:4][CH2:3]1. Procedure details: Example 1 was repeated using L-isopulegol with a purity of 97.1% and 84% ee, which was introduced at a rate of 24.5 g/h (total amount 466 g) into the reactor at a hydrogen pressure of 40 bar. The main reactor (MR) was heated to 80° C., the postreactor to 70° C. The L-isopulegol used had the following composition: L-isopulegol: 97.1 GC % by weight, citronellol: 0.05 GC % by weight, citronellal: 0.40 GC % by weight, isopulegol isomer: 0.45 GC % by weight, secondary components: 0.34 GC % by weight.... Starting materials: S(=O)(Cl)Cl (thionyl chloride), FC1=CC=C(C=C1)C(CCCN1CCC(CC1)CCO)C1=CC=C(C=C1)F (1-[4,4-bis(4-fluorophenyl)butyl]-4-(2-hydroxyethyl)piperidine). Solvent: C(Cl)Cl (methylene chloride). The product is FC1=CC=C(C=C1)C(CCCN1CCC(CC1)CCCl)C1=CC=C(C=C1)F (1-[4,4-Bis(4-fluorophenyl)butyl]-4-(2-chloroethyl)-piperidine). Reaction SMILES: S(Cl)([Cl:3])=O.[F:5][C:6]1[CH:11]=[CH:10][C:9]([CH:12]([C:25]2[CH:30]=[CH:29][C:28]([F:31])=[CH:27][CH:26]=2)[CH2:13][CH2:14][CH2:15][N:16]2[CH2:21][CH2:20][CH:19]([CH2:22][CH2:23]O)[CH2:18][CH2:17]2)=[CH:8][CH:7]=1>C(Cl)Cl>[F:5][C:6]1[CH:11]=[CH:10][C:9]([CH:12]([C:25]2[CH:30]=[CH:29][C:28]([F:31])=[CH:27][CH:26]=2)[CH2:13][CH2:14][CH2:15][N:16]2[CH2:21][CH2:20][CH:19]([CH2:22][CH2:23][Cl:3])[CH2:18][CH2:17]2)=[CH:8][CH:7]=1. Procedure details: 115 g of thionyl chloride were added dropwise to 23 g (61.6 mmol) of 1-[4,4-bis(4-fluorophenyl)butyl]-4-(2-hydroxyethyl)piperidine in 100 ml of methylene chloride, while cooling with ice, and the mixture was then heated under reflux for 5.5 hours. The solvent and excess reagent were stripped off in vacuo, the residue (the hydrochloride of the product) was crystallized by addition of 450 ml of ether and the crystals were filtered off with suction, washed several times with ether and dried in vacu... Yields the product Cc1cccnc1OCC(O)CNC(C)CCc1ccccc1. As a reaction SMILES: [CH3:1][c:2]1[c:3]([O:8][CH2:9][CH:10]2[CH2:11][N:12]([CH:21]([CH3:22])[CH2:23][CH2:24][c:25]3[cH:26][cH:27][cH:28][cH:29][cH:30]3)[CH:13]([c:15]3[cH:16][cH:17][cH:18][cH:19][cH:20]3)[O:14]2)[n:4][cH:5][cH:6][cH:7]1.[CH3:32][CH2:33][OH:34].[ClH:31]>>[CH3:1][c:2]1[c:3]([O:8][CH2:9][CH:10]([CH2:11][NH:12][CH:21]([CH3:22])[CH2:23][CH2:24][c:25]2[cH:26][cH:27][cH:28][cH:29][cH:30]2)[OH:14])[n:4][cH:5][cH:6][cH:7]1. The reactants are Cc1cccnc1OCC1CN(C(C)CCc2ccccc2)C(c2ccccc2)O1, CCO, Cl. Reactants: O (Water), C(C)S(=O)(=O)NC=1SC=C(N1)CCC1=CC=C(C=C1)CC(=O)O ([4-(2-{2-[(ethylsulfonyl)amino]-1,3-thiazol-4-yl}ethyl)phenyl]acetic acid), C(NN)(=O)OC(C)(C)C (tert-butyl carbazate), C(=O)(N1C=NC=C1)N1C=NC=C1 (1,1′-carbonyldiimidazole). Run in O1CCCC1 (tetrahydrofuran). Run at temperature 42.5 celsius, time 1 hour. The product is C(C)S(=O)(=O)NC=1SC=C(N1)CCC1=CC=C(C=C1)CC(=O)NNC(=O)OC(C)(C)C (tert-butyl 2-{[4-(2-{2-[(ethylsulfonyl)amino]-1,3-thiazol-4-yl}ethyl)phenyl]acetyl}hydrazinecarboxylate). As a reaction SMILES: [CH2:1]([S:3]([NH:6][C:7]1[S:8][CH:9]=[C:10]([CH2:12][CH2:13][C:14]2[CH:19]=[CH:18][C:17]([CH2:20][C:21]([OH:23])=O)=[CH:16][CH:15]=2)[N:11]=1)(=[O:5])=[O:4])[CH3:2].C(N1C=CN=C1)(N1C=CN=C1)=O.[C:36]([O:40][C:41]([CH3:44])([CH3:43])[CH3:42])(=[O:39])[NH:37][NH2:38].O>O1CCCC1>[CH2:1]([S:3]([NH:6][C:7]1[S:8][CH:9]=[C:10]([CH2:12][CH2:13][C:14]2[CH:15]=[CH:16][C:17]([CH2:20][C:21]([NH:38][NH:37][C:36]([O:40][C:41]([CH3:44])([CH3:43])[CH3:42])=[O:39])=[O:23])=[CH:18][CH:19]=2)[N:11]=1)(=[O:4])=[O:5])[CH3:2]. Reported procedure: To a suspension of [4-(2-{2-[(ethylsulfonyl)amino]-1,3-thiazol-4-yl}ethyl)phenyl]acetic acid (700 mg, 1.98 mmol) in anhydrous tetrahydrofuran (5 ml) was added 1,1′-carbonyldiimidazole (480 mg, 2.96 mmol), and the mixture was stirred at 40-45° C. for 1 hr. After cooling to 0° C., tert-butyl carbazate (914 mg, 6.91 mmol) was added, and the mixture was stirred at room temperature for 4 hrs. Water was added to the reaction mixture and the mixture was extracted with ethyl acetate. The combined organi... Starting materials: BrCCCCC(C)Br (1,5-dibromohexane), C1(C=2C(C(N1)=O)=CC=CC2)=O.[K] (potassium phthalimide). Run in CC(=O)C (acetone). Yields the product BrC(CCCCN1C(C=2C(C1=O)=CC=CC2)=O)C (5-Bromo-1-phthalimidohexane). As a reaction SMILES: Br[CH2:2][CH2:3][CH2:4][CH2:5][CH:6]([Br:8])[CH3:7].[C:9]1(=[O:19])[NH:13][C:12](=[O:14])[C:11]2=[CH:15][CH:16]=[CH:17][CH:18]=[C:10]12.[K]>CC(C)=O>[Br:8][CH:6]([CH3:7])[CH2:5][CH2:4][CH2:3][CH2:2][N:13]1[C:12](=[O:14])[C:11]2=[CH:15][CH:16]=[CH:17][CH:18]=[C:10]2[C:9]1=[O:19] |f:1.2,^1:19|. Procedure details: A mixture of 1,5-dibromohexane (21.6 g, 0.09 mole) in acetone (75 ml) containing potassium phthalimide (12.3 g, 0.066 mole) was heated at reflux for 24 hr. The mixture was cooled, filtered and concentrated. The excess dibromide was recovered (6.3 g) via distillation at 1.5 mm, 130° internal temperature, and recycled. The total yield of crude product was 20.6 g (74%), mp 48°-51°. This material was used as such in the next step. Starting materials: C=CC(=O)Cl, Cl, Cc1cc(CCN2CCN(c3nsc4ccccc34)CC2)ccc1N. Product: C=CC(=O)Nc1ccc(CCN2CCN(c3nsc4ccccc34)CC2)cc1C. As a reaction SMILES: [C:27]([CH:28]=[CH2:29])(=[O:30])[Cl:31].[ClH:1].[s:2]1[n:3][c:4]([N:11]2[CH2:12][CH2:13][N:14]([CH2:17][CH2:18][c:19]3[cH:20][c:21]([CH3:26])[c:22]([NH2:25])[cH:23][cH:24]3)[CH2:15][CH2:16]2)[c:5]2[c:6]1[cH:7][cH:8][cH:9][cH:10]2>>[s:2]1[n:3][c:4]([N:11]2[CH2:12][CH2:13][N:14]([CH2:17][CH2:18][c:19]3[cH:20][c:21]([CH3:26])[c:22]([NH:25][C:27]([CH:28]=[CH2:29])=[O:30])[cH:23][cH:24]3)[CH2:15][CH2:16]2)[c:5]2[c:6]1[cH:7][cH:8][cH:9][cH:10]2. Reactants: C(C1=CC=CC=C1)OC=1C=C2C(=NN(C2=CC1)C(C)=O)CC(C)=O (1-[5-Benzyloxy-3-(2-oxopropyl)indazol-1-yl]-ethanone), [BH4-].[Na+] (NaBH4), [NH4+].[Cl-] (NH4Cl), C(C)(=O)OCC (ethyl acetate). The solvent is CO (methanol). Reaction conditions: time 20 minute. Yields the product C(C1=CC=CC=C1)OC=1C=C2C(=NN(C2=CC1)C(C)=O)CC(C)O (1-[5-Benzyloxy-3-(2-hydroxypropyl)-indazol-1-yl]-ethanone). Yield: 92.5%. Reaction SMILES: [CH2:1]([O:8][C:9]1[CH:10]=[C:11]2[C:15](=[CH:16][CH:17]=1)[N:14]([C:18](=[O:20])[CH3:19])[N:13]=[C:12]2[CH2:21][C:22](=[O:24])[CH3:23])[C:2]1[CH:7]=[CH:6][CH:5]=[CH:4][CH:3]=1.[BH4-].[Na+].[NH4+].[Cl-].C(OCC)(=O)C>CO>[CH2:1]([O:8][C:9]1[CH:10]=[C:11]2[C:15](=[CH:16][CH:17]=1)[N:14]([C:18](=[O:20])[CH3:19])[N:13]=[C:12]2[CH2:21][CH:22]([OH:24])[CH3:23])[C:2]1[CH:7]=[CH:6][CH:5]=[CH:4][CH:3]=1 |f:1.2,3.4|. Procedure details: To a solution of the product from Step A (0.13 g, 0.4 mmol) in methanol (8 ml) was added NaBH4 (0.016 g, 0.4 mmol) and the mixture was stirred at room temperature for 20 min. A saturated aqueous solution of NH4Cl (20 ml) and ethyl acetate (20 ml) were added to the reaction mixture. The aqueous layer was separated and extracted with ethyl acetate (3×15 ml). The combined extracts were washed with a saturated aqueous solution of NaCl (2×15 ml), dried (MgSO4), and evaporated to give an oil (0.12 g).... Reactants: O (water), C([O-])([O-])=O.[K+].[K+] (potassium carbonate), C(C)(=O)NC1=C(C=C(C=C1)CCC=1N=C2N(C=CC(=C2)C)C1C)O (2-[2-(4-acetamido-3-hydroxyphenyl)-ethyl]-3,7-dimethylimidazo[1,2-a]pyridine), P(=O)(Cl)(Cl)Cl (phosphorus oxychloride). Solvent: C(C)(=O)OCC (ethyl acetate), S1(=O)(=O)CCCC1 (sulfolane). Run at temperature 100 celsius, time 1 hour. Yields the product CC1=C(N=C2N1C=CC(=C2)C)CCC2=CC1=C(N=C(O1)C)C=C2 (6-[2-(3,7-dimethylimidazo[1,2-a]pyridin-2-yl)ethyl]-2-methylbenzoxazole). The yield is 28.4%. As a reaction SMILES: [C:1]([NH:4][C:5]1[CH:10]=[CH:9][C:8]([CH2:11][CH2:12][C:13]2[N:14]=[C:15]3[CH:20]=[C:19]([CH3:21])[CH:18]=[CH:17][N:16]3[C:22]=2[CH3:23])=[CH:7][C:6]=1O)(=[O:3])[CH3:2].P(Cl)(Cl)(Cl)=O.O.C(=O)([O-])[O-].[K+].[K+]>S1(CCCC1)(=O)=O.C(OCC)(=O)C>[CH3:23][C:22]1[N:16]2[CH:17]=[CH:18][C:19]([CH3:21])=[CH:20][C:15]2=[N:14][C:13]=1[CH2:12][CH2:11][C:8]1[CH:7]=[CH:6][C:5]2[N:4]=[C:1]([CH3:2])[O:3][C:10]=2[CH:9]=1 |f:3.4.5|. Reported procedure: A mixture of 2-[2-(4-acetamido-3-hydroxyphenyl)-ethyl]-3,7-dimethylimidazo[1,2-a]pyridine (2.5 g) and phosphorus oxychloride (1.4 ml) in sulfolane (25 ml) was stirred for 1 hour at 100° C. The reaction mixture was added to a mixture of water and ethyl acetate and the separated aqueous layer was adjusted to pH 8 with potassium carbonate. The mixture was extracted with a mixture of ethyl acetate and tetrahydrofuran. The extract was washed with brine and dried over magnesium sulfate. Evaporation of... Reactants: ClC1=C(C=CC=C1Cl)C=1C=C2[C@@H]3[C@@H](N4C2=C(C1)SCC4C(=O)OC(C)(C)C)CCN=C3 (tert-butyl(6bR,10aS)-5-(2,3-dichlorophenyl)-1,2,6b,9,10,10a-hexahydropyrido[4,3-b][1,4]thiazino[2,3,4-hi]indole carboxylate), C(=O)(C(F)(F)F)O (TFA). Run in C(Cl)Cl (CH2Cl2). Conditions: temperature 20 celsius, time 1 hour. Yields the product ClC1=C(C=CC=C1Cl)C=1C=C2[C@H]3[C@@H](N4C2=C(C1)SCC4)CCNC3 ((6bR,10aS)-5-(2,3-dichlorophenyl)-1,2,6b,7,8,9,10,10a-octahydropyrido[4,3-b][1,4]thiazino[2,3,4-hi]indole). Yield: 99.7%. As a reaction SMILES: [Cl:1][C:2]1[C:7]([Cl:8])=[CH:6][CH:5]=[CH:4][C:3]=1[C:9]1[CH:10]=[C:11]2[C:15]3=[C:16]([S:18][CH2:19][CH:20](C(OC(C)(C)C)=O)[N:14]3[C@H:13]3[CH2:28][CH2:29][N:30]=[CH:31][C@H:12]23)[CH:17]=1.C(O)(C(F)(F)F)=O>C(Cl)Cl>[Cl:1][C:2]1[C:7]([Cl:8])=[CH:6][CH:5]=[CH:4][C:3]=1[C:9]1[CH:10]=[C:11]2[C:15]3=[C:16]([S:18][CH2:19][CH2:20][N:14]3[C@H:13]3[CH2:28][CH2:29][NH:30][CH2:31][C@@H:12]23)[CH:17]=1. Procedure details: To a solution of tert-butyl(6bR,10aS)-5-(2,3-dichlorophenyl)-1,2,6b,9,10,10a-hexahydropyrido[4,3-b][1,4]thiazino[2,3,4-hi]indole carboxylate (10 mg, 0.21 mmol) in CH2Cl2 (4.0 mL) was added TFA (1.0 mL). The reaction mixture was stirred at 20° C. for 1 h then concentrated in vacuo. The residue was dissolved in H2O and the solution was adjusted to pH 2 by addition of 1N HCl. The aqueous layer was washed with Et2O then basified to pH 12 by addition of 50% NaOH. The solution was extracted with CHCl3... Reactants: CC(=O)c1cc([N+](=O)[O-])cc2cc[nH]c12, CO. Product: CC(=O)c1cc(N)cc2cc[nH]c12. Reaction SMILES: [C:1]([CH3:2])(=[O:3])[c:4]1[cH:5][c:6]([N+:13]([O-:14])=[O:15])[cH:7][c:8]2[cH:9][cH:10][nH:11][c:12]12.[CH3:16][OH:17]>>[C:1]([CH3:2])(=[O:3])[c:4]1[cH:5][c:6]([NH2:13])[cH:7][c:8]2[cH:9][cH:10][nH:11][c:12]12.